Dataset: the Open Reaction Database (ORD), a public repository of structured organic reaction records. Task: describe an organic reaction: reactants, conditions, products, and yield The reactants are C(C)(C)(C)C1=CC=C(C=C1)C1=NC=2C(=NC=CC2N2CCNCC2)N1 (2-(4-tert-Butyl-phenyl)-7-piperazin-1-yl-3H-imidazo[4,5-b]pyridine), C(C)C=1NC(=C(N1)C=O)C (2-ethyl-5-methyl-1H-imidazole-4-carbaldehyde), C(C)(=O)O[BH-](OC(C)=O)OC(C)=O.[Na+] (sodium triacetoxyborohydride). Solvent: CN1CCCC1=O (NMP). Run at time 18 hour. The product is C(C)(C)(C)C1=CC=C(C=C1)C1=NC=2C(=NC=CC2N2CCN(CC2)CC=2N=C(NC2C)CC)N1 (2-(4-tert-Butyl-phenyl)-7-[4-(2-ethyl-5-methyl-1H-imidazol-4-ylmethyl)-piperazin-1-yl]-3H-imidazo[4,5-b]pyridine). Isolated yield 33.3%. Reaction SMILES: [C:1]([C:5]1[CH:10]=[CH:9][C:8]([C:11]2[NH:25][C:14]3=[N:15][CH:16]=[CH:17][C:18]([N:19]4[CH2:24][CH2:23][NH:22][CH2:21][CH2:20]4)=[C:13]3[N:12]=2)=[CH:7][CH:6]=1)([CH3:4])([CH3:3])[CH3:2].[CH2:26]([C:28]1[NH:29][C:30]([CH3:35])=[C:31]([CH:33]=O)[N:32]=1)[CH3:27].C(O[BH-](OC(=O)C)OC(=O)C)(=O)C.[Na+]>CN1C(=O)CCC1>[C:1]([C:5]1[CH:10]=[CH:9][C:8]([C:11]2[NH:25][C:14]3=[N:15][CH:16]=[CH:17][C:18]([N:19]4[CH2:20][CH2:21][N:22]([CH2:35][C:30]5[N:29]=[C:28]([CH2:26][CH3:27])[NH:32][C:31]=5[CH3:33])[CH2:23][CH2:24]4)=[C:13]3[N:12]=2)=[CH:7][CH:6]=1)([CH3:4])([CH3:2])[CH3:3] |f:2.3|. Reported procedure: 2-(4-tert-Butyl-phenyl)-7-piperazin-1-yl imidazo[4,5-b]pyridine (7) (50 mg, 0.15 mmol) and 2-ethyl-5-methyl-1H-imidazole-4-carbaldehyde (21 mg, 0.15 mmol) were dissolved in NMP (4 ml) with sodium triacetoxyborohydride (64 mg, 0.30 mmol). The reaction mixture was allowed to stir for 18 hours under nitrogen. It was judged complete by MS, and purified by HPLC Method E to yield the title product 8 (23 mg (33%), 0.05 mmol). 1H NMR (DMSO-d6): δ 8.09 (d, J=8.3 Hz, 3H), 7.59 (d, J=8.3 Hz, 2H), 6.80 (s, ... Starting materials: CC1CC(CNc2cccc(Br)n2)CC(C)O1, COCCOC, OB(O)c1cc(F)ncc1Cl, [Na+], [Na+], O=C([O-])[O-]. Yields the product CC1CC(CNc2cccc(-c3cc(F)ncc3Cl)n2)CC(C)O1. As a reaction SMILES: [Br:1][c:2]1[cH:3][cH:4][cH:5][c:6]([NH:8][CH2:9][CH:10]2[CH2:11][CH:12]([CH3:17])[O:13][CH:14]([CH3:16])[CH2:15]2)[n:7]1.[CH3:35][O:36][CH2:37][CH2:38][O:39][CH3:40].[Cl:18][c:19]1[c:20]([B:26]([OH:27])[OH:28])[cH:21][c:22]([F:25])[n:23][cH:24]1.[Na+:29].[Na+:30].[O-:31][C:32](=[O:33])[O-:34]>>[c:2]1(-[c:20]2[c:19]([Cl:18])[cH:24][n:23][c:22]([F:25])[cH:21]2)[cH:3][cH:4][cH:5][c:6]([NH:8][CH2:9][CH:10]2[CH2:11][CH:12]([CH3:17])[O:13][CH:14]([CH3:16])[CH2:15]2)[n:7]1. Starting materials: Cl (hydrochloric acid), ClC1=C(C=CC=C1)C1=CC=C(C=O)C=C1 (4-(2'-chlorophenyl)benzaldehyde), C(=O)=O (carbon dioxide), C(CC(=O)O)(=O)O (malonic acid), N1CCCCC1 (piperidine), ice water. Reagents/catalysts: N1=CC=CC=C1 (pyridine). Product: ClC1=C(C=CC=C1)C1=CC=C(C=CC(=O)O)C=C1 (4-(2'-chlorophenyl)cinnamic acid). As a reaction SMILES: [Cl:1][C:2]1[CH:7]=[CH:6][CH:5]=[CH:4][C:3]=1[C:8]1[CH:15]=[CH:14][C:11]([CH:12]=O)=[CH:10][CH:9]=1.C(O)(=O)[CH2:17][C:18]([OH:20])=[O:19].N1CCCCC1.C(=O)=O.Cl>N1C=CC=CC=1>[Cl:1][C:2]1[CH:7]=[CH:6][CH:5]=[CH:4][C:3]=1[C:8]1[CH:15]=[CH:14][C:11]([CH:12]=[CH:17][C:18]([OH:20])=[O:19])=[CH:10][CH:9]=1. Procedure: A mixture of 21.6 g. (0.1 mole) of 4-(2'-chlorophenyl)benzaldehyde is heated on a steam bath with 13.2 g. of malonic acid and 95 ml. of pyridine containing 5 drops of piperidine. The mixture is heated for four hours until the liberation of carbon dioxide ceases. The cooled mixture is poured into a mixture of 110 ml. concentrated hydrochloric acid and 500 ml. of ice water. The solid which separates is filtered, washed and 15 ml. portions of cold water and then resuspended in 200 ml. of cold water... Starting materials: ICC=1N=C(OC1C1=CC=CC=C1)C1=CC=C(C=C1)C (4-iodomethyl-5-phenyl-2-p-tolyloxazole), CC(C(C(C)=NO)=O)C (4-methylpentane-2,3-dione-2-oxime), CC=1C=C(C=O)C=CC1C (3,4-dimethylbenzaldehyde). Product: CC=1C=C(C=CC1C)C=1OC(=C(N1)CI)C(C)C (2-(3,4-dimethylphenyl)-4-iodomethyl-5-isopropyloxazole). RXN SMILES: [I:1][CH2:2][C:3]1[N:4]=[C:5]([C:14]2[CH:19]=[CH:18][C:17]([CH3:20])=[CH:16][CH:15]=2)[O:6][C:7]=1[C:8]1[CH:13]=CC=C[CH:9]=1.[CH3:21]C(C)C(=O)C(=NO)C.CC1C=C(C=CC=1C)C=O>>[CH3:21][C:18]1[CH:19]=[C:14]([C:5]2[O:6][C:7]([CH:8]([CH3:9])[CH3:13])=[C:3]([CH2:2][I:1])[N:4]=2)[CH:15]=[CH:16][C:17]=1[CH3:20]. Procedure details: Analogously to the building block synthesis of 4-iodomethyl-5-phenyl-2-p-tolyloxazole, 4-methylpentane-2,3-dione-2-oxime and 3,4-dimethylbenzaldehyde gave 2-(3,4-dimethylphenyl)-4-iodomethyl-5-isopropyloxazole. Starting materials: N (ammonia), P(O)(O)(O)=O (phosphoric acid), P(=O)([O-])([O-])O.[NH4+].[NH4+] (diammonium phosphate), P(=O)([O-])([O-])O.[NH4+].[NH4+] (diammonium phosphate). The product is P(=O)([O-])(O)O.[NH4+] (monoammonium phosphate), P(=O)([O-])([O-])O.[NH4+].[NH4+] (diammonium phosphate). Procedure: The process for the manufacture of granular diammonium phosphate according to the present invention is defined by the appended claims with specific embodiments shown in the attached drawing. For purposes of summarizing the invention, the invention relates to a process for the manufacture of solid diammonium phosphate having granular particle size in a range of 2 mm to 4 mm where about 75 to 85 percent of the granules produced are in a range of the desired granule size of 2 mm to 4 mm. The solid ... RXN SMILES: [P:1]([OH:5])([O-:4])([O-:3])=[O:2].[NH4+:6].[NH4+].N.[P:9](=[O:13])([OH:12])([OH:11])[OH:10]>>[P:1]([OH:5])([OH:4])([O-:3])=[O:2].[NH4+:6].[P:9]([OH:13])([O-:12])([O-:11])=[O:10].[NH4+:6].[NH4+:6] |f:0.1.2,5.6,7.8.9|.